From a dataset of the Open Reaction Database (ORD), a public repository of structured organic reaction records. describe an organic reaction: reactants, conditions, products, and yield Reactants: CN (methylamine), C(#N)C=1C=CC2=C([C@@H]3[C@@H](C(O2)(C)C)O3)C1 ((3S,4R)-6-cyano-3,4-dihydro-3,4-epoxy-2,2-dimethyl-2H-1-benzopyran). Run in C(C)O (ethanol), C(C)O (ethanol). Run at time 2 day. Yields the product C(#N)C=1C=CC2=C([C@H]([C@@H](C(O2)(C)C)O)NC)C1 ((3S,4R)-6-Cyano-3,4-dihydro-2,2-dimethyl-4-methylamino-2H-1-benzopyran-3-ol). As a reaction SMILES: [CH3:1][NH2:2].[C:3]([C:5]1[CH:6]=[CH:7][C:8]2[O:13][C:12]([CH3:15])([CH3:14])[C@H:11]3[O:16][C@@H:10]3[C:9]=2[CH:17]=1)#[N:4]>C(O)C>[C:3]([C:5]1[CH:6]=[CH:7][C:8]2[O:13][C:12]([CH3:15])([CH3:14])[C@@H:11]([OH:16])[C@H:10]([NH:2][CH3:1])[C:9]=2[CH:17]=1)#[N:4]. Reported procedure: A solution of methylamine in dry ethanol was added to a solution of (3S,4R)-6-cyano-3,4-dihydro-3,4-epoxy-2,2-dimethyl-2H-1-benzopyran* (1.0 g) in dry ethanol, and the resulting solution stirred at room temperature for 2 days. Evaporation of solvent in vacuo gave the title compound as a gum (1.0 g) which was used without further purification. Reactants: N1(C=NC=C1)C(=O)OCCCCCC (hexyl 1H-imidazole-1-carboxylate), C(C(=O)O)(=O)O.N1=C(C=CC=C1)N(C(=O)C1=CC2=C(N(C(=N2)CNC2=CC=C(C=C2)C(N)=N)C)C=C1)CCC(=O)OCC (1-methyl-2-[N-[4-amidinophenyl]aminomethyl]benzimidazol-5-yl-carboxylicacid-N-(2-pyridyl)-N-(2-ethoxycarbonylethyl)amide oxalate), O (water), O (water), C([O-])([O-])=O.[K+].[K+] (Potassium carbonate). Solvent: C(C)#N (acetonitrile), C(C)#N (acetonitrile). Run at temperature 15 celsius, time 15 minute. Yields the product CCCCCCOC(=O)/N=C(/C=1C=CC(=CC1)NCC2=NC=3C=C(C=CC3N2C)C(=O)N(CCC(=O)OCC)C=4C=CC=CN4)\N (Dabigatran Etexilate). RXN SMILES: C(O)(=O)C(O)=O.[N:7]1[CH:12]=[CH:11][CH:10]=[CH:9][C:8]=1[N:13]([CH2:37][CH2:38][C:39]([O:41][CH2:42][CH3:43])=[O:40])[C:14]([C:16]1[CH:36]=[CH:35][C:19]2[N:20]([CH3:34])[C:21]([CH2:23][NH:24][C:25]3[CH:30]=[CH:29][C:28]([C:31](=[NH:33])[NH2:32])=[CH:27][CH:26]=3)=[N:22][C:18]=2[CH:17]=1)=[O:15].O.C(=O)([O-])[O-].[K+].[K+].N1([C:56]([O:58][CH2:59][CH2:60][CH2:61][CH2:62][CH2:63][CH3:64])=[O:57])C=CN=C1>C(#N)C>[CH3:64][CH2:63][CH2:62][CH2:61][CH2:60][CH2:59][O:58][C:56](/[N:33]=[C:31](\[NH2:32])/[C:28]1[CH:27]=[CH:26][C:25]([NH:24][CH2:23][C:21]2[N:20]([CH3:34])[C:19]3[CH:35]=[CH:36][C:16]([C:14]([N:13]([C:8]4[CH:9]=[CH:10][CH:11]=[CH:12][N:7]=4)[CH2:37][CH2:38][C:39]([O:41][CH2:42][CH3:43])=[O:40])=[O:15])=[CH:17][C:18]=3[N:22]=2)=[CH:30][CH:29]=1)=[O:57] |f:0.1,3.4.5|. Reported procedure: 1-methyl-2-[N-[4-amidinophenyl]aminomethyl]benzimidazol-5-yl-carboxylicacid-N-(2-pyridyl)-N-(2-ethoxycarbonylethyl)amide oxalate compound of formula-6a (100 g) was added to acetonitrile (1200 ml) and water (800 ml) at 25-35° C. and then cooled to 12-18° C. Potassium carbonate (117 g) was added to the reaction mixture and stirred for 15 minutes at 12-18° C. A solution of hexyl 1H-imidazole-1-carboxylate compound of formula-4 (60 g) in acetonitrile (150 ml) was slowly added to the reaction mixture...